This data is from the Open Reaction Database (ORD), a public repository of structured organic reaction records. The task is: describe an organic reaction: reactants, conditions, products, and yield The reactants are OC1=CC=C(C=O)C=C1 (4-hydroxybenzaldehyde), [OH-].C(CCC)[N+](CCCC)(CCCC)CCCC (tetrabutylammonium hydroxide). Run in O (water). Run at temperature 60 celsius. The product is C(=O)C1=CC=C([O-])C=C1.C(CCC)[N+](CCCC)(CCCC)CCCC (Tetrabutylammonium 4-formylphenoxide). As a reaction SMILES: [OH:1][C:2]1[CH:9]=[CH:8][C:5]([CH:6]=[O:7])=[CH:4][CH:3]=1.[OH-].[CH2:11]([N+:15]([CH2:24][CH2:25][CH2:26][CH3:27])([CH2:20][CH2:21][CH2:22][CH3:23])[CH2:16][CH2:17][CH2:18][CH3:19])[CH2:12][CH2:13][CH3:14]>O>[CH:6]([C:5]1[CH:8]=[CH:9][C:2]([O-:1])=[CH:3][CH:4]=1)=[O:7].[CH2:24]([N+:15]([CH2:11][CH2:12][CH2:13][CH3:14])([CH2:16][CH2:17][CH2:18][CH3:19])[CH2:20][CH2:21][CH2:22][CH3:23])[CH2:25][CH2:26][CH3:27] |f:1.2,4.5|. Procedure: A glass flask with reflux condenser, heatable oil bath, mechanical stirrer and internal thermometer was charged at room temperature with 7.64 g of 4-hydroxybenzaldehyde and 93.86 g of water and these components were stirred together thoroughly. Subsequently 40.54 g of tetrabutylammonium hydroxide (40% strength in MeOH) were added and the reaction mixture was heated to 60° C. It was stirred at 60° C. for one hour (the contents of the flask became clear). Then the reaction mixture was cooled and t...